Dataset: the Open Reaction Database (ORD), a public repository of structured organic reaction records. Task: describe an organic reaction: reactants, conditions, products, and yield Reported procedure: To a mixture of 1.2 g of N-methylpiperazine and 20 ml of methanol was added gradually 2 g of ethyl 5-cyano-2-hydroxyoxanilate and after stirring the mixture for 3 hours at room temperature, crystals formed were recovered by filtration, washed successively with isoporpnaol and ether, and dried to provide 2 g of 1-(5-cyano-2-hydroxyoxanilyl)-4-methylpiperazine. Starting materials: CN1CCNCC1 (N-methylpiperazine), C(#N)C=1C=CC(=C(NC(C(=O)OCC)=O)C1)O (ethyl 5-cyano-2-hydroxyoxanilate). Isolated yield 81.2%. Solvent: CO (methanol). As a reaction SMILES: [CH3:1][N:2]1[CH2:7][CH2:6][NH:5][CH2:4][CH2:3]1.[C:8]([C:10]1[CH:11]=[CH:12][C:13]([OH:24])=[C:14]([CH:23]=1)[NH:15][C:16](=[O:22])[C:17]([O:19]CC)=O)#[N:9]>CO>[C:8]([C:10]1[CH:11]=[CH:12][C:13]([OH:24])=[C:14]([CH:23]=1)[NH:15][C:16](=[O:22])[C:17]([N:5]1[CH2:6][CH2:7][N:2]([CH3:1])[CH2:3][CH2:4]1)=[O:19])#[N:9]. Conditions: time 3 hour. Yields the product C(#N)C=1C=CC(=C(NC(C(=O)N2CCN(CC2)C)=O)C1)O (1-(5-cyano-2-hydroxyoxanilyl)-4-methylpiperazine). Procedure details: To a solution of 5-iodo-2-[2-(5-methyl-2-phenyl-4-oxazolyl)ethoxy]pyridine (2.5 g) in tetrahydrofuran (40 ml) was added dropwise, at -65° C. in nitrogen streams, a hexane solution of n-butyl lithium (1.6M, 4.61 ml). The mixture was stirred for 15 minutes at the same temperature, to which was added dropwise N,N-dimethylformamide (0.71 ml). The cooling bath was removed, and the reaction mixture was stirred for further 30 minutes, to which was added a saturated aqueous solution of ammonium chloride... Solvent: O1CCCC1 (tetrahydrofuran). Reactants: CN(C=O)C (N,N-dimethylformamide), IC=1C=CC(=NC1)OCCC=1N=C(OC1C)C1=CC=CC=C1 (5-iodo-2-[2-(5-methyl-2-phenyl-4-oxazolyl)ethoxy]pyridine), C(CCC)[Li] (n-butyl lithium), CCCCCC (hexane). Run at time 15 minute. Yield: 79.0%. RXN SMILES: I[C:2]1[CH:3]=[CH:4][C:5]([O:8][CH2:9][CH2:10][C:11]2[N:12]=[C:13]([C:17]3[CH:22]=[CH:21][CH:20]=[CH:19][CH:18]=3)[O:14][C:15]=2[CH3:16])=[N:6][CH:7]=1.CCCCCC.C([Li])CCC.CN(C)[CH:36]=[O:37]>O1CCCC1>[CH:36]([C:2]1[CH:3]=[CH:4][C:5]([O:8][CH2:9][CH2:10][C:11]2[N:12]=[C:13]([C:17]3[CH:22]=[CH:21][CH:20]=[CH:19][CH:18]=3)[O:14][C:15]=2[CH3:16])=[N:6][CH:7]=1)=[O:37]. The product is C(=O)C=1C=CC(=NC1)OCCC=1N=C(OC1C)C1=CC=CC=C1 (5-formyl-2-[2-(5-methyl-2-phenyl-4-oxazolyl)ethoxy]pyridine). Starting materials: CC(C)(C)[O-], CCOC(C)=O, Cl, [K+], C1CCOC1, O=[N+]([O-])c1ccc2c(c1)c1ccccc1n2CCS(=O)(=O)c1ccccc1. Product: O=[N+]([O-])c1ccc2[nH]c3ccccc3c2c1. As a reaction SMILES: [CH3:28][C:29]([CH3:30])([O-:31])[CH3:32].[CH3:34][CH2:35][O:36][C:37](=[O:38])[CH3:39].[ClH:40].[K+:33].[O:41]1[CH2:42][CH2:43][CH2:44][CH2:45]1.[c:1]1([S:2]([CH2:3][CH2:4][n:12]2[c:13]3[cH:14][cH:15][cH:16][cH:17][c:18]3[c:19]3[cH:20][c:21]([N+:25](=[O:26])[O-:27])[cH:22][cH:23][c:24]23)(=[O:5])=[O:6])[cH:7][cH:8][cH:9][cH:10][cH:11]1>>[nH:12]1[c:13]2[cH:14][cH:15][cH:16][cH:17][c:18]2[c:19]2[cH:20][c:21]([N+:25](=[O:26])[O-:27])[cH:22][cH:23][c:24]12. Starting materials: CCOP(=O)(Cc1ccccc1)OCC, CN1CCCN(C)C1=O, CCO, O=Cc1cccc(-c2c3cccc(C(F)(F)F)c3nn2Cc2ccc(Cl)cc2F)c1, [H-], [Na+], O=[Pt]. Yields the product Fc1cc(Cl)ccc1Cn1nc2c(C(F)(F)F)cccc2c1-c1cccc(CCc2ccccc2)c1. RXN SMILES: [CH2:1]([O:2][P:3](=[O:4])([O:5][CH2:6][CH3:7])[CH2:9][c:10]1[cH:11][cH:12][cH:13][cH:14][cH:15]1)[CH3:8].[CH3:48][N:49]1[CH2:50][CH2:51][CH2:52][N:53]([CH3:54])[C:55]1=[O:56].[CH3:57][CH2:58][OH:59].[Cl:18][c:19]1[cH:20][c:21]([F:47])[c:22]([CH2:23][n:24]2[n:25][c:26]3[c:27]([C:41]([F:42])([F:43])[F:44])[cH:28][cH:29][cH:30][c:31]3[c:32]2-[c:33]2[cH:34][c:35]([CH:36]=[O:37])[cH:38][cH:39][cH:40]2)[cH:45][cH:46]1.[H-:16].[Na+:17].[Pt:60]=[O:61]>>[CH2:9]([c:10]1[cH:11][cH:12][cH:13][cH:14][cH:15]1)[CH2:36][c:35]1[cH:34][c:33](-[c:32]2[n:24]([CH2:23][c:22]3[c:21]([F:47])[cH:20][c:19]([Cl:18])[cH:46][cH:45]3)[n:25][c:26]3[c:27]([C:41]([F:42])([F:43])[F:44])[cH:28][cH:29][cH:30][c:31]32)[cH:40][cH:39][cH:38]1. The reactants are BrCc1ccccn1, CN(C)C=O, CC(C)(C)OC(=O)NC1CCC(c2cccc(F)c2F)CNC1=O, [H-], [Na+]. Product: CC(C)(C)OC(=O)NC1CCC(c2cccc(F)c2F)CN(Cc2ccccn2)C1=O. As a reaction SMILES: [Br:27][CH2:28][c:29]1[n:30][cH:31][cH:32][cH:33][cH:34]1.[CH3:35][N:36]([CH3:37])[CH:38]=[O:39].[F:3][c:4]1[c:5]([CH:11]2[CH2:12][CH2:13][CH:14]([NH:19][C:20]([O:21][C:22]([CH3:23])([CH3:24])[CH3:25])=[O:26])[C:15](=[O:18])[NH:16][CH2:17]2)[cH:6][cH:7][cH:8][c:9]1[F:10].[H-:1].[Na+:2]>>[F:3][c:4]1[c:5]([CH:11]2[CH2:12][CH2:13][CH:14]([NH:19][C:20]([O:21][C:22]([CH3:23])([CH3:24])[CH3:25])=[O:26])[C:15](=[O:18])[N:16]([CH2:28][c:29]3[n:30][cH:31][cH:32][cH:33][cH:34]3)[CH2:17]2)[cH:6][cH:7][cH:8][c:9]1[F:10]. Reactants: C(CC(=O)C)(=O)OC (methyl acetoacetate), C(OC)(OC)OC (trimethyl orthoformate), C(C)(=O)OC(C)=O (acetic anhydride). Product: COC=CC(CC(=O)OC)=O (Methyl methoxymethyleneacetoacetate). Reaction SMILES: [C:1]([O:7][CH3:8])(=[O:6])[CH2:2][C:3]([CH3:5])=[O:4].[CH:9](OC)(OC)[O:10][CH3:11].C(OC(=O)C)(=O)C>>[CH3:9][O:10][CH:11]=[CH:5][C:3](=[O:4])[CH2:2][C:1]([O:7][CH3:8])=[O:6]. Procedure details: From methyl acetoacetate (30.2 g, 0.26 mol), trimethyl orthoformate (26.7 g, 0.18 mol) and acetic anhydride (53 g., 0.52 mol): 4.3 g, 15%; bp=100°-105° C. at 0.5 mm Hg (lit.1 80°-84° C. at 0.15 mm Hg); NMR (CDCl3) δ 2.4 (d, 3H), 3.8 (d, 3H), 4.1 (s, 3H), 7.6 (d, 1H). The reactants are C(C)(C)(C)OC(=O)N1CCC=2C(=NNC2CC1)C1=CC=C(C=C1)Cl (3-(4-chloro-phenyl)-4,5,7,8-tetrahydro-1H-1,2,6-triaza-azulene-6-carboxylic acid tert-butyl ester), CI (methyl iodide), C(C)(C)(C)OC(=O)N1CCC2=C(N(N=C2CC1)C)C1=CC=C(C=C1)Cl (3-(4-chloro-phenyl)-2-methyl-4,5,7,8-tetrahydro-2H-1,2,6-triaza-azulene-6-carboxylic acid tert-butyl ester). Reaction SMILES: C(OC([N:8]1[CH2:17][CH2:16][C:15]2[NH:14][N:13]=[C:12]([C:18]3[CH:23]=[CH:22][C:21]([Cl:24])=[CH:20][CH:19]=3)[C:11]=2[CH2:10][CH2:9]1)=O)(C)(C)C.CI.[C:27](OC(N1CCC2C(=C(C3C=CC(Cl)=CC=3)N(C)N=2)CC1)=O)(C)(C)C>>[Cl:24][C:21]1[CH:22]=[CH:23][C:18]([C:12]2[C:11]3[CH2:10][CH2:9][NH:8][CH2:17][CH2:16][C:15]=3[N:14]([CH3:27])[N:13]=2)=[CH:19][CH:20]=1. Procedure: The title compound (0.028 g) was prepared from 3-(4-chloro-phenyl)-4,5,7,8-tetrahydro-1H-1,2,6-triaza-azulene-6-carboxylic acid tert-butyl ester (Example 59, Step C, 0.1 g) using methyl iodide (0.21 mL) in place of benzyl chloride. The reaction sequence also yielded 3-(4-chloro-phenyl)-2-methyl-4,5,7,8-tetrahydro-2H-1,2,6-triaza-azulene-6-carboxylic acid tert-butyl ester in the alkylation step. MS (ESI): exact mass calculated for C14H16ClN3, 261.10; found, m/z 262.1 [M+H]+. 1H NMR (500 MHz, CD3O... Product: ClC1=CC=C(C=C1)C1=NN(C=2CCNCCC12)C (3-(4-Chloro-phenyl)-1-methyl-1,4,5,6,7,8-hexahydro-1,2,6-triaza-azulene). Starting materials: C1(=CC=CC=C1)C#CC(=O)O (Phenylpropiolic acid), ClCCCl (1,2-dichloroethane), S(O)(O)(=O)=O (sulfuric acid). Run in CO (methanol). Yields the product C1(=CC=CC=C1)C#CC(=O)OC (Methyl phenylpropiolate). Reaction SMILES: [C:1]1([C:7]#[C:8][C:9]([OH:11])=[O:10])[CH:6]=[CH:5][CH:4]=[CH:3][CH:2]=1.Cl[CH2:13]CCl.S(=O)(=O)(O)O>CO>[C:1]1([C:7]#[C:8][C:9]([O:11][CH3:13])=[O:10])[CH:6]=[CH:5][CH:4]=[CH:3][CH:2]=1. Procedure: The synthesis method of Example 7-(1) was applied. Phenylpropiolic acid (5.16 g), : 1,2-dichloroethane (40 ml), methanol (5 ml) and concentrated sulfuric acid (0.2 ml) were used as reagents to quantitatively give a colorless transparent liquid. Starting materials: [OH-].[K+] (potassium hydroxide), C(C)(=O)N1CCC2=CC(=CC=C12)C(CCCCN(C(OC(C)(C)C)=O)CCC1=C(C=CC=C1)OC)=O (tert-butyl 5-(1-acetyl-2,3-dihydro-1H-indol-5-yl)-5-oxopentyl[2-(2-methoxyphenyl)ethyl]carbamate). Run in CO (methanol). Yields the product N1CCC2=CC(=CC=C12)C(CCCCN(C(OC(C)(C)C)=O)CCC1=C(C=CC=C1)OC)=O (tert-Butyl 5-(2,3-dihydro-1H-indol-5-yl)-5-oxopentyl[2-(2-methoxyphenyl)ethyl]carbamate). Yield: 76.5%. As a reaction SMILES: [OH-].[K+].C([N:6]1[C:14]2[C:9](=[CH:10][C:11]([C:15](=[O:38])[CH2:16][CH2:17][CH2:18][CH2:19][N:20]([CH2:28][CH2:29][C:30]3[CH:35]=[CH:34][CH:33]=[CH:32][C:31]=3[O:36][CH3:37])[C:21](=[O:27])[O:22][C:23]([CH3:26])([CH3:25])[CH3:24])=[CH:12][CH:13]=2)[CH2:8][CH2:7]1)(=O)C>CO>[NH:6]1[C:14]2[C:9](=[CH:10][C:11]([C:15](=[O:38])[CH2:16][CH2:17][CH2:18][CH2:19][N:20]([CH2:28][CH2:29][C:30]3[CH:35]=[CH:34][CH:33]=[CH:32][C:31]=3[O:36][CH3:37])[C:21](=[O:27])[O:22][C:23]([CH3:26])([CH3:25])[CH3:24])=[CH:12][CH:13]=2)[CH2:8][CH2:7]1 |f:0.1|. Procedure: A solution of potassium hydroxide (0.22 g) in methanol (4 ml) was added at room temperature to tert-butyl 5-(1-acetyl-2,3-dihydro-1H-indol-5-yl)-5-oxopentyl[2-(2-methoxyphenyl)ethyl]carbamate (1.00 g) obtained in Reference Example 47, and heated at reflux for 2 hours with stirring. The solvent was evaporated under reduced pressure, water was added to the resulting residue, and extracted with ethyl acetate. The organic layer was washed with brine, dried over anhydrous magnesium sulfate, and the s...